From a dataset of the Open Reaction Database (ORD), a public repository of structured organic reaction records. describe an organic reaction: reactants, conditions, products, and yield Reactants: [Br-], COc1cc(-c2nc3sc4c(c3c(=O)n2Cc2ccccc2)CCC(C=O)=C4Cl)cc(OC)c1OC, CCCC[N+](CCCC)(CCCC)CCCC, [K+], [OH-], Oc1ccccc1. The product is COc1cc(-c2nc3sc4c(c3c(=O)n2Cc2ccccc2)CCC(C=O)=C4Oc2ccccc2)cc(OC)c1OC. As a reaction SMILES: [Br-:46].[CH2:1]([c:2]1[cH:3][cH:4][cH:5][cH:6][cH:7]1)[n:8]1[c:9](-[c:25]2[cH:26][c:27]([O:35][CH3:36])[c:28]([O:33][CH3:34])[c:29]([O:31][CH3:32])[cH:30]2)[n:10][c:11]2[c:12]([c:13]1=[O:14])[c:15]1[c:16]([s:17]2)[C:18]([Cl:24])=[C:19]([CH:22]=[O:23])[CH2:20][CH2:21]1.[CH2:47]([N+:48]([CH2:49][CH2:50][CH2:51][CH3:52])([CH2:53][CH2:54][CH2:55][CH3:56])[CH2:57][CH2:58][CH2:59][CH3:60])[CH2:61][CH2:62][CH3:63].[K+:45].[OH-:44].[OH:37][c:38]1[cH:39][cH:40][cH:41][cH:42][cH:43]1>>[CH2:1]([c:2]1[cH:3][cH:4][cH:5][cH:6][cH:7]1)[n:8]1[c:9](-[c:25]2[cH:26][c:27]([O:35][CH3:36])[c:28]([O:33][CH3:34])[c:29]([O:31][CH3:32])[cH:30]2)[n:10][c:11]2[c:12]([c:13]1=[O:14])[c:15]1[c:16]([s:17]2)[C:18]([O:37][c:38]2[cH:39][cH:40][cH:41][cH:42][cH:43]2)=[C:19]([CH:22]=[O:23])[CH2:20][CH2:21]1.